Dataset: the Open Reaction Database (ORD), a public repository of structured organic reaction records. Task: describe an organic reaction: reactants, conditions, products, and yield Reactants: COC1CCNCC1, COCCO, COCCC#Cc1cc(Cl)c(Nc2ncnc3cc(OCCCCl)c(OC)cc23)c2c1OCO2. Product: COCCC#Cc1cc(Cl)c(Nc2ncnc3cc(OCCCN4CCC(OC)CC4)c(OC)cc23)c2c1OCO2. As a reaction SMILES: [CH3:35][O:36][CH:37]1[CH2:38][CH2:39][NH:40][CH2:41][CH2:42]1.[CH3:43][O:44][CH2:45][CH2:46][OH:47].[Cl:1][c:2]1[c:3]([NH:17][c:18]2[n:19][cH:20][n:21][c:22]3[cH:23][c:24]([O:30][CH2:31][CH2:32][CH2:33][Cl:34])[c:25]([O:28][CH3:29])[cH:26][c:27]23)[c:4]2[c:5]([c:9]([C:11]#[C:12][CH2:13][CH2:14][O:15][CH3:16])[cH:10]1)[O:6][CH2:7][O:8]2>>[Cl:1][c:2]1[c:3]([NH:17][c:18]2[n:19][cH:20][n:21][c:22]3[cH:23][c:24]([O:30][CH2:31][CH2:32][CH2:33][N:40]4[CH2:39][CH2:38][CH:37]([O:36][CH3:35])[CH2:42][CH2:41]4)[c:25]([O:28][CH3:29])[cH:26][c:27]23)[c:4]2[c:5]([c:9]([C:11]#[C:12][CH2:13][CH2:14][O:15][CH3:16])[cH:10]1)[O:6][CH2:7][O:8]2.